From a dataset of the Open Reaction Database (ORD), a public repository of structured organic reaction records. describe an organic reaction: reactants, conditions, products, and yield The reactants are TEA, COC1=CC=C(C=C1)O (p-methoxyphenol), O=P(Cl)(Cl)Cl (POCl3). Solvent: CCOCC (Et2O). The product is P(=O)(OC1=CC=C(C=C1)OC)(Cl)Cl (p-methoxyphenyl dichlorophosphate), oil. Isolated yield 65.6%. RXN SMILES: [CH3:1][O:2][C:3]1[CH:8]=[CH:7][C:6]([OH:9])=[CH:5][CH:4]=1.[O:10]=[P:11](Cl)([Cl:13])[Cl:12]>CCOCC>[P:11]([Cl:13])([Cl:12])([O:9][C:6]1[CH:7]=[CH:8][C:3]([O:2][CH3:1])=[CH:4][CH:5]=1)=[O:10]. Reported procedure: p-methoxyphenyl dichlorophosphate (11d) was prepared as described in Example 2 from p-methoxyphenol (4.00 g, 0.032 mol), POCl3 (3.00 mL, 0.032 mol) and TEA (4.49 mL, 0.032 mol) and dry Et2O (25 mL). The dichlorophosphate 11d was obtained as a yellow clear oil (5.1 g, 0.021 mol, 67%) and used without further purification. Reactants: BrCC1=CC=C(COC2=CC=C(C=C2)C(CCC2C(N(C2C2=CC=C(C=C2)OC)C2=CC=C(C=C2)F)=O)O)C=C1 (3-{3-[4-(4-Bromomethylbenzyloxy)-phenyl]-3-hydroxypropyl}-1-(4-fluorophenyl)-4-(4-methoxyphenyl)-azetidin-2-one), C1CN2CCN1CC2 (DABCO). The solvent is C1(=CC=CC=C1)C (toluene). Yields the product [Br-].FC1=CC=C(C=C1)N1C(C(C1=O)CCC(O)C1=CC=C(OCC2=CC=C(C[N+]34CCN(CC3)CC4)C=C2)C=C1)C1=CC=C(C=C1)OC (1-[4-(4-{3-[1-(4-Fluorophenyl)-2-(4-methoxyphenyl)-4-oxoazetidin-3-yl]-1-hydroxypropyl}-phenoxymethyl)-benzyl]-4-aza-1-azoniabicyclo[2.2.2]octane bromide). Reaction SMILES: [Br:1][CH2:2][C:3]1[CH:40]=[CH:39][C:6]([CH2:7][O:8][C:9]2[CH:14]=[CH:13][C:12]([CH:15]([OH:38])[CH2:16][CH2:17][CH:18]3[CH:21]([C:22]4[CH:27]=[CH:26][C:25]([O:28][CH3:29])=[CH:24][CH:23]=4)[N:20]([C:30]4[CH:35]=[CH:34][C:33]([F:36])=[CH:32][CH:31]=4)[C:19]3=[O:37])=[CH:11][CH:10]=2)=[CH:5][CH:4]=1.[CH2:41]1[N:46]2[CH2:47][CH2:48][N:43]([CH2:44][CH2:45]2)[CH2:42]1>C1(C)C=CC=CC=1>[Br-:1].[F:36][C:33]1[CH:32]=[CH:31][C:30]([N:20]2[C:19](=[O:37])[CH:18]([CH2:17][CH2:16][CH:15]([C:12]3[CH:13]=[CH:14][C:9]([O:8][CH2:7][C:6]4[CH:5]=[CH:4][C:3]([CH2:2][N+:43]56[CH2:48][CH2:47][N:46]([CH2:45][CH2:44]5)[CH2:41][CH2:42]6)=[CH:40][CH:39]=4)=[CH:10][CH:11]=3)[OH:38])[CH:21]2[C:22]2[CH:27]=[CH:26][C:25]([O:28][CH3:29])=[CH:24][CH:23]=2)=[CH:35][CH:34]=1 |f:3.4|. Reported procedure: Compound (29) and DABCO were dissolved in toluene and reacted analogously to Example IV, giving the product (30) as a colorless solid of molecular weight 716.70 (C39H43BrFN3O4); MS (ESI): 636.3 (MH+). Starting materials: C(C(C)(C)C)(=O)NC=1N=C(C2=C(N1)N=CC(=C2)C=CC2=CC=C(N2)C(=O)OC)O (methyl 5-[2-(2-pivaloylamino-4-hydroxypyrido[2,3-d]-pyrimidin-6-yl)ethenyl]pyrrole-2-carboxylate). The reagents and catalysts are [Pt]=O (platinum oxide). The solvent is C(C)(=O)O (acetic acid). Run at time 8 hour. Product: C(C(C)(C)C)(=O)NC=1N=C(C2=C(N1)NCC(C2)CCC2=CC=C(N2)C(=O)OC)O (methyl 5-[2-(2-pivaloylamino-4-hydroxy-5,6,7,8-tetrahydropyrido[2,3-d]pyrimidin-6-yl)ethyl]pyrrole-2-carboxylate). Yield: 83.9%. RXN SMILES: [C:1]([NH:7][C:8]1[N:9]=[C:10]([OH:29])[C:11]2[CH:17]=[C:16]([CH:18]=[CH:19][C:20]3[NH:24][C:23]([C:25]([O:27][CH3:28])=[O:26])=[CH:22][CH:21]=3)[CH:15]=[N:14][C:12]=2[N:13]=1)(=[O:6])[C:2]([CH3:5])([CH3:4])[CH3:3]>C(O)(=O)C.[Pt]=O>[C:1]([NH:7][C:8]1[N:9]=[C:10]([OH:29])[C:11]2[CH2:17][CH:16]([CH2:18][CH2:19][C:20]3[NH:24][C:23]([C:25]([O:27][CH3:28])=[O:26])=[CH:22][CH:21]=3)[CH2:15][NH:14][C:12]=2[N:13]=1)(=[O:6])[C:2]([CH3:5])([CH3:4])[CH3:3]. Procedure details: A mixture of methyl 5-[2-(2-pivaloylamino-4-hydroxypyrido[2,3-d]-pyrimidin-6-yl)ethenyl]pyrrole-2-carboxylate (593 mg, 1.5 mmol) and platinum oxide (68 mg) in glacial acetic acid (200 mL) was stirred overnight under hydrogen (50 psi). The reaction mixture was filtered through Celite and the filtrate was concentrated in vacuo. The solid was recrystallized from methanol to give methyl 5-[2-(2-pivaloylamino-4-hydroxy-5,6,7,8-tetrahydropyrido[2,3-d]pyrimidin-6-yl)ethyl]pyrrole-2-carboxylate as an of... Starting materials: [Br-].[Br-].[Br-].C(CCC)[N+](CCCC)(CCCC)CCCC.C(CCC)[N+](CCCC)(CCCC)CCCC.C(CCC)[N+](CCCC)(CCCC)CCCC (tetrabutyl ammonium tribromide), C(C)C1=C(C=C(O)C=C1)O (4-ethyl resorcinol), CC=1[IH]C=CC1 (methyl iodie), C(=O)([O-])[O-].[K+].[K+] (K2CO3). Run in C(Cl)(Cl)Cl (CHCl3), C(Cl)(Cl)Cl (CHCl3). Run at time 2 hour. The product is BrC1=C(C=C(C(=C1)CC)OC)OC (1-Bromo-5-ethyl-2,4-dimethoxy-benzene). Isolated yield 39.4%. As a reaction SMILES: [Br-:1].[Br-].[Br-].[CH2:4]([N+](CCCC)(CCCC)CCCC)CCC.C([N+](CCCC)(CCCC)CCCC)CCC.C([N+](CCCC)(CCCC)CCCC)CCC.[CH2:55]([C:57]1[CH:63]=[CH:62][C:60](O)=[CH:59][C:58]=1[OH:64])[CH3:56].[C:65]([O-:68])([O-])=O.[K+].[K+].CC1[IH]C=CC=1>C(Cl)(Cl)Cl>[Br:1][C:62]1[CH:63]=[C:57]([CH2:55][CH3:56])[C:58]([O:64][CH3:4])=[CH:59][C:60]=1[O:68][CH3:65] |f:0.1.2.3.4.5,7.8.9|. Procedure details: A solution of tetrabutyl ammonium tribromide (15.4 g, 31.8 mmol) in CHCl3 (100 mL) was added to a stirred solution of 4-ethyl resorcinol (4 g, 29 mmol) dissolved in CHCl3 (50 mL). The reaction mixture was stirred for 2 hours and then quenched with 5% solution of sodium thiosulfate (30 mL). The biphasic mixture was stirred for 30 mins and then the layers were separated. The organic layer was washed with 1 N HCl, brine, dried over Na2SO4 and concentrated to yellow oil. The oil was dissolved in DMF... Starting materials: NC1=C(C(=O)O)C=CC(=N1)Cl (2-Amino-6-chloronicotinic acid), [N+](=O)(O)[O-] (nitric acid). The solvent is S(O)(O)(=O)=O (sulfuric acid). The product is NC1=C(C(=O)O)C=C(C(=N1)Cl)[N+](=O)[O-] (2-amino-6-chloro-5-nitronicotinic Acid). Reaction SMILES: [NH2:1][C:2]1[N:10]=[C:9]([Cl:11])[CH:8]=[CH:7][C:3]=1[C:4]([OH:6])=[O:5].[N+:12]([O-])([OH:14])=[O:13]>S(=O)(=O)(O)O>[NH2:1][C:2]1[N:10]=[C:9]([Cl:11])[C:8]([N+:12]([O-:14])=[O:13])=[CH:7][C:3]=1[C:4]([OH:6])=[O:5]. Procedure: 2-Amino-6-chloronicotinic acid (0.479 g) [Helvetica Chimica Acta (1976), 59(1), 222-9] was dissolved in concentrated sulfuric acid (5 mL) and cooled in an ice-saltwater bath and 2.5 mL of fuming nitric acid was then added dropwise with stirring. The ice bath was removed and the reaction mixture was stirred at ambient temperature for 8 hours. The mixture was then added dropwise to a saturated sodium bicarbonate solution (200 mL). The mixture was acidified with 9M aqueous sulfuric acid to pH 2. Th... The reactants are B(OC1CC(C(CC1)C)C)(OC1CC(C(CC1)C)C)OC1CC(C(CC1)C)C (tri(3,4-dimethylcyclohexyl) borate), C(C)(C)(C)C1=C(C(=CC(=C1)C)C(C)(C)C)O (2,6-di-t-butyl-4-methylphenol). Product: B(OC1CC(C(CC1)C)C)(OC1CC(C(CC1)C)C)OC1=C(C=C(C=C1C(C)(C)C)C)C(C)(C)C (Bis(3,4-dimethylcyclohexyl) 2,6-di-t-butyl-4-methylphenyl borate). As a reaction SMILES: [B:1](OC1CCC(C)C(C)C1)([O:11][CH:12]1[CH2:17][CH2:16][CH:15]([CH3:18])[CH:14]([CH3:19])[CH2:13]1)[O:2][CH:3]1[CH2:8][CH2:7][CH:6]([CH3:9])[CH:5]([CH3:10])[CH2:4]1.[C:29]([C:33]1[CH:38]=[C:37]([CH3:39])[CH:36]=[C:35]([C:40]([CH3:43])([CH3:42])[CH3:41])[C:34]=1[OH:44])([CH3:32])([CH3:31])[CH3:30]>>[B:1]([O:44][C:34]1[C:33]([C:29]([CH3:32])([CH3:31])[CH3:30])=[CH:38][C:37]([CH3:39])=[CH:36][C:35]=1[C:40]([CH3:43])([CH3:42])[CH3:41])([O:11][CH:12]1[CH2:17][CH2:16][CH:15]([CH3:18])[CH:14]([CH3:19])[CH2:13]1)[O:2][CH:3]1[CH2:8][CH2:7][CH:6]([CH3:9])[CH:5]([CH3:10])[CH2:4]1. Reported procedure: Bis(3,4-dimethylcyclohexyl) 2,6-di-t-butyl-4-methylphenyl borate was prepared by transesterification of tri(3,4-dimethylcyclohexyl) borate (1.5 mole) with 2,6-di-t-butyl-4-methylphenol (0.5 mole). The reaction mixture was slowly distilled to remove 3,4-dimethylcyclohexanol and the product was obtained as a viscous oil. Reactants: [Sn] (tin), COC(C1=C(C=C(C=C1)[N+](=O)[O-])Br)=O (2-bromo-4-nitro-benzoic acid methyl ester), Cl (HCl). Solvent: CO (MeOH). Conditions: time 8 hour. The product is COC(C1=C(C=C(C=C1)N)Br)=O (4-Amino-2-bromo-benzoic acid methyl ester). As a reaction SMILES: [CH3:1][O:2][C:3](=[O:14])[C:4]1[CH:9]=[CH:8][C:7]([N+:10]([O-])=O)=[CH:6][C:5]=1[Br:13].[Sn].Cl>CO>[CH3:1][O:2][C:3](=[O:14])[C:4]1[CH:9]=[CH:8][C:7]([NH2:10])=[CH:6][C:5]=1[Br:13] |^3:14|. Reported procedure: To a suspension of 2-bromo-4-nitro-benzoic acid methyl ester [100959-22-6] (350 mg, 1.35 mmol) in MeOH (60 mL) were subsequently added tin powder (1.6 g, 13.5 mmol) and 3N aqueous HCl (27.8 mL, 83 mmol). The mixture was stirred overnight at RT. The liquid phase was decanted from the excess tin and neutralized by adding a saturated aqueous NaHCO3 solution. An equal amount of water by volume was added and the water phase was extracted with EtOAc (3×). The combined organics were dried (Phase Separa... Reactants: CC(=O)O, CCOC(C)=O, CC(F)(F)c1cccc([N+](=O)[O-])c1, [Zn]. Product: CC(F)(F)c1cccc(N)c1. Reaction SMILES: [C:14]([OH:15])(=[O:16])[CH3:17].[CH3:18][CH2:19][O:20][C:21]([CH3:22])=[O:23].[F:1][C:2]([CH3:3])([F:4])[c:5]1[cH:6][c:7]([N+:11]([O-:12])=[O:13])[cH:8][cH:9][cH:10]1.[Zn:24]>>[F:1][C:2]([CH3:3])([F:4])[c:5]1[cH:6][c:7]([NH2:11])[cH:8][cH:9][cH:10]1.